From a dataset of the Open Reaction Database (ORD), a public repository of structured organic reaction records. describe an organic reaction: reactants, conditions, products, and yield Reactants: NC1=C(N=C(S1)C1=CC=C(C=C1)Cl)C(=O)N (5-Amino-2-(4-chlorophenyl)-1,3-thiazole-4-carboxamide), BrC1=CC=CC(=N1)C(CO)(C)O (2-(6-bromopyridin-2-yl)propane-1,2-diol), C1(CCCCC1)P(C1=C(C=CC=C1)C1=C(C=C(C=C1C(C)C)C(C)C)C(C)C)C1CCCCC1 (2-dicylohexylphosphino-2′,4′,6′-triisopropyl-1,1-biphenyl), bis(triphenylphosphine), C([O-])([O-])=O.[K+].[K+] (potassium carbonate). Run in C(C)(=O)OCC (ethyl acetate), CO (methanol), C(C)(C)(CC)O (tert-amyl alcohol). Product: ClC1=CC=C(C=C1)C=1SC(=C(N1)C(=O)N)NC1=NC(=CC=C1)C(CO)(C)O (2-(4-Chlorophenyl)-5-{[6-(1,2-dihydroxy-1-methylethyl)pyridin-2-yl]amino}-1,3-thiazole-4-carboxamide). RXN SMILES: [NH2:1][C:2]1[S:6][C:5]([C:7]2[CH:12]=[CH:11][C:10]([Cl:13])=[CH:9][CH:8]=2)=[N:4][C:3]=1[C:14]([NH2:16])=[O:15].Br[C:18]1[N:23]=[C:22]([C:24]([OH:28])([CH3:27])[CH2:25][OH:26])[CH:21]=[CH:20][CH:19]=1.C1(P(C2CCCCC2)C2C=CC=CC=2C2C(C(C)C)=CC(C(C)C)=CC=2C(C)C)CCCCC1.C(=O)([O-])[O-].[K+].[K+]>C(O)(CC)(C)C.C(OCC)(=O)C.CO>[Cl:13][C:10]1[CH:9]=[CH:8][C:7]([C:5]2[S:6][C:2]([NH:1][C:18]3[CH:19]=[CH:20][CH:21]=[C:22]([C:24]([OH:28])([CH3:27])[CH2:25][OH:26])[N:23]=3)=[C:3]([C:14]([NH2:16])=[O:15])[N:4]=2)=[CH:12][CH:11]=1 |f:3.4.5|. Procedure: A suspension containing 5-amino-2-(4-chlorophenyl)-1,3-thiazole-4-carboxamide (Example 1, Step 1) (200 mg, 0.788 mmol), 2-(6-bromopyridin-2-yl)propane-1,2-diol (179 mg, 0.773 mmol), 2-dicylohexylphosphino-2′,4′,6′-triisopropyl-1,1-biphenyl (92 mg, 0.193 mmol), dibenyzlideneacetone bis(triphenylphosphine) (35.4 mg, 0.039 mmol) and potassium carbonate (117 mg, 0.850 mmol) in tert-amyl alcohol (3.0 mL) was sealed in a 5 mL microwave reaction vessel and was purged of oxygen by doing 5 vacuum/argon f... The reactants are [H-].COCCO[Al+]OCCOC.[Na+].[H-] (Sodium bis(2-methoxyethoxy)aluminium hydride), solution, CC1=CC=C(C=C1)S(=O)(=O)N1[C@@H](CCC1)CN1C2=C(SCC3=C1C=CC=C3)C=CC=C2 ((S)-5,11-dihydro-5-(1-[4-methylphenylsulphonyl]-2-pyrrolidinylmethyl)dibenzo[b,e][1,4]thiazepine). Solvent: C1(=CC=CC=C1)C (toluene), C1(=CC=CC=C1)C (toluene). Product: N1[C@@H](CCC1)CN1C2=C(SCC3=C1C=CC=C3)C=CC=C2 ((S)-5,11-Dihydro-5-(2-pyrrolidinylmethyl)dibenzo[b,e][1,4]thiazepine). Isolated yield 55.1%. RXN SMILES: [H-].COCCO[Al+]OCCOC.[Na+].[H-].CC1C=CC(S([N:25]2[CH2:29][CH2:28][CH2:27][C@H:26]2[CH2:30][N:31]2[C:37]3[CH:38]=[CH:39][CH:40]=[CH:41][C:36]=3[CH2:35][S:34][C:33]3[CH:42]=[CH:43][CH:44]=[CH:45][C:32]2=3)(=O)=O)=CC=1>C1(C)C=CC=CC=1>[NH:25]1[CH2:29][CH2:28][CH2:27][C@H:26]1[CH2:30][N:31]1[C:37]2[CH:38]=[CH:39][CH:40]=[CH:41][C:36]=2[CH2:35][S:34][C:33]2[CH:42]=[CH:43][CH:44]=[CH:45][C:32]1=2 |f:0.1.2.3|. Procedure details: Sodium bis(2-methoxyethoxy)aluminium hydride ("Red-Al"-registered Trade Mark) (20.8 ml of a 3.4M solution in toluene) was added to a solution of (S)-5,11-dihydro-5-(1-[4-methylphenylsulphonyl]-2-pyrrolidinylmethyl)dibenzo[b,e][1,4]thiazepine (see Preparations 15 and 16) (8.0 g) in toluene (50 ml) and the mixture heated under reflux for 27 hours, allowed to cool to room temperature, quenched by the addition of 2.5M aqueous sodium hydroxide solution, diluted with water and extracted with ethyl ace... Yields the product CCc1nn2ccccc2c1C(C)CC. RXN SMILES: [CH2:16]([c:17]1[c:18]([C:19]([CH2:20][CH3:21])=[CH2:22])[c:23]2[cH:24][cH:25][cH:26][cH:27][n:28]2[n:29]1)[CH3:30].[CH2:1]([CH3:2])[c:3]1[n:4][n:5]2[c:6]([cH:7][cH:8][cH:9][cH:10]2)[c:11]1[C:12](=[CH:13][CH3:14])[CH3:15].[CH2:31]1[CH2:32][CH:33]=[CH:34][CH2:35][CH2:36]1>>[CH2:1]([CH3:2])[c:3]1[n:4][n:5]2[c:6]([cH:7][cH:8][cH:9][cH:10]2)[c:11]1[CH:12]([CH2:13][CH3:14])[CH3:15]. The reactants are C=C(CC)c1c(CC)nn2ccccc12, CC=C(C)c1c(CC)nn2ccccc12, C1=CCCCC1. Starting materials: N(=NC(=O)OC(C)C)C(=O)OC(C)C (Diisopropyl azodicarboxylate), C1(=CC=CC=C1)P(C1=CC=CC=C1)C1=CC=CC=C1 (triphenylphosphine), FC1=CC=C(C=C1)C(C1=NN(C=C1CNS(=O)(=O)C1=CC=C(C=C1)C(F)(F)F)COC)O (N-((3-((4-fluorophenyl)(hydroxy)methyl)-1-(methoxymethyl)-1H-pyrazol-4-yl)methyl)-4-(trifluoromethyl)benzenesulfonamide). Run in C1CCOC1 (THF). Conditions: time 16 hour. Product: FC1=CC=C(C=C1)C1N(CC=2C1=NN(C2)COC)S(=O)(=O)C2=CC=C(C=C2)C(F)(F)F (6-(4-fluorophenyl)-2-(methoxymethyl)-5-(4-(trifluoromethyl)phenylsulfonyl)-2,4,5,6-tetrahydropyrrolo[3,4-c]pyrazole). Isolated yield 74.0%. As a reaction SMILES: N(C(OC(C)C)=O)=NC(OC(C)C)=O.C1(P(C2C=CC=CC=2)C2C=CC=CC=2)C=CC=CC=1.[F:34][C:35]1[CH:40]=[CH:39][C:38]([CH:41](O)[C:42]2[C:46]([CH2:47][NH:48][S:49]([C:52]3[CH:57]=[CH:56][C:55]([C:58]([F:61])([F:60])[F:59])=[CH:54][CH:53]=3)(=[O:51])=[O:50])=[CH:45][N:44]([CH2:62][O:63][CH3:64])[N:43]=2)=[CH:37][CH:36]=1>C1COCC1>[F:34][C:35]1[CH:40]=[CH:39][C:38]([CH:41]2[C:42]3=[N:43][N:44]([CH2:62][O:63][CH3:64])[CH:45]=[C:46]3[CH2:47][N:48]2[S:49]([C:52]2[CH:57]=[CH:56][C:55]([C:58]([F:61])([F:60])[F:59])=[CH:54][CH:53]=2)(=[O:51])=[O:50])=[CH:37][CH:36]=1. Reported procedure: Diisopropyl azodicarboxylate (45 μL, 0.228 mmol) was added dropwise to a stirred solution of triphenylphosphine (60 mg, 0.228 mmol) and N-((3-((4-fluorophenyl)(hydroxy)methyl)-1-(methoxymethyl)-1H-pyrazol-4-yl)methyl)-4-(trifluoromethyl)benzenesulfonamide (45) (90 mg, 0.190 mmol) in THF (5 mL) under nitrogen at 0° C. Reaction was warmed to rt and stirred 16 hr. The reaction was concentrated in vacuo. The resulting crude product was purified via column chromatography using EtOAc/hexane gradients ... The reactants are CC(=O)Cl, ClCCl, CC(C)(C)c1cc(NC(=O)Nc2ccc(Oc3ccccc3)cc2)n(-c2cccc(N)c2)n1, c1ccncc1. Yields the product CC(=O)Nc1cccc(-n2nc(C(C)(C)C)cc2NC(=O)Nc2ccc(Oc3ccccc3)cc2)c1. RXN SMILES: [CH3:40][C:41]([Cl:42])=[O:43].[Cl:44][CH2:45][Cl:46].[NH2:1][c:2]1[cH:3][c:4](-[n:8]2[n:9][c:10]([C:30]([CH3:31])([CH3:32])[CH3:33])[cH:11][c:12]2[NH:13][C:14](=[O:15])[NH:16][c:17]2[cH:18][cH:19][c:20]([O:23][c:24]3[cH:25][cH:26][cH:27][cH:28][cH:29]3)[cH:21][cH:22]2)[cH:5][cH:6][cH:7]1.[cH:34]1[cH:35][cH:36][n:37][cH:38][cH:39]1>>[NH:1]([c:2]1[cH:3][c:4](-[n:8]2[n:9][c:10]([C:30]([CH3:31])([CH3:32])[CH3:33])[cH:11][c:12]2[NH:13][C:14](=[O:15])[NH:16][c:17]2[cH:18][cH:19][c:20]([O:23][c:24]3[cH:25][cH:26][cH:27][cH:28][cH:29]3)[cH:21][cH:22]2)[cH:5][cH:6][cH:7]1)[C:41]([CH3:40])=[O:43].